describe an organic reaction: reactants, conditions, products, and yield From a dataset of the Open Reaction Database (ORD), a public repository of structured organic reaction records. Starting materials: C1(=CC=CC=C1)OC(NC=1C(=NC(=C(C1)CC)C)OC)=O (Phenyl-N-(5-ethyl-2-methoxy-6-methylpyridin 3-yl)carbamate), FC1=CC=C(C=C1)N1CCNCC1 (1-(4-fluorophenyl)piperazine). Product: C(C)C=1C=C(C(=NC1C)OC)NC(=O)N1CCN(CC1)C1=CC=C(C=C1)F (1-[(5-ethyl-2-methoxy-6-methylpyridin-3-yl)aminocarbonyl]-4-(4-fluorophenyl)piperazine). Yield: 81.0%. As a reaction SMILES: C1(O[C:8](=[O:21])[NH:9][C:10]2[C:11]([O:19][CH3:20])=[N:12][C:13]([CH3:18])=[C:14]([CH2:16][CH3:17])[CH:15]=2)C=CC=CC=1.[F:22][C:23]1[CH:28]=[CH:27][C:26]([N:29]2[CH2:34][CH2:33][NH:32][CH2:31][CH2:30]2)=[CH:25][CH:24]=1>>[CH2:16]([C:14]1[CH:15]=[C:10]([NH:9][C:8]([N:32]2[CH2:31][CH2:30][N:29]([C:26]3[CH:25]=[CH:24][C:23]([F:22])=[CH:28][CH:27]=3)[CH2:34][CH2:33]2)=[O:21])[C:11]([O:19][CH3:20])=[N:12][C:13]=1[CH3:18])[CH3:17]. Reported procedure: Phenyl-N-(5-ethyl-2-methoxy-6-methylpyridin 3-yl)carbamate and 1-(4-fluorophenyl)piperazine were reacted by the same way with the example 1 to obtain the titled compound. Starting materials: [F-].C(CCC)[N+](CCCC)(CCCC)CCCC (tetrabutylammonium fluoride), [Si](C)(C)(C(C)(C)C)O[C@H](C(=O)NC1=NC(=NS1)C)COC ((S)-2-(tert-butyldimethylsilyloxy)-3-methoxy-N-(3-methyl-1,2,4-thiadiazol-5-yl)propanamide), [Si](C)(C)(C(C)(C)C)O[C@H](C(=O)NC1=NC(=NS1)C)COC ((S)-2-(tert-butyldimethylsilyloxy)-3-methoxy-N-(3-methyl-1,2,4-thiadiazol-5-yl)propanamide). Solvent: O1CCCC1 (tetrahydrofuran), CCOC(=O)C (EtOAc). Reaction conditions: time 4 hour. The product is O[C@H](C(=O)NC1=NC(=NS1)C)COC ((S)-2-hydroxy-3-methoxy-N-(3-methyl-1,2,4-thiadiazol-5-yl)propanamide). Isolated yield 74.9%. As a reaction SMILES: [F-].C([N+](CCCC)(CCCC)CCCC)CCC.[Si]([O:26][C@@H:27]([CH2:37][O:38][CH3:39])[C:28]([NH:30][C:31]1[S:35][N:34]=[C:33]([CH3:36])[N:32]=1)=[O:29])(C(C)(C)C)(C)C>O1CCCC1.CCOC(C)=O>[OH:26][C@@H:27]([CH2:37][O:38][CH3:39])[C:28]([NH:30][C:31]1[S:35][N:34]=[C:33]([CH3:36])[N:32]=1)=[O:29] |f:0.1|. Procedure: A solution of tetrabutylammonium fluoride (1M in THF) (2.353 mL, 2.35 mmol) was added in one portion to a stirred solution of (S)-2-(tert-butyldimethylsilyloxy)-3-methoxy-N-(3-methyl-1,2,4-thiadiazol-5-yl)propanamide (Intermediate E2) (390 mg, 1.18 mmol) in tetrahydrofuran (10 mL). The resulting solution was stirred at ambient temperature for 4 hours. The reaction mixture was diluted with EtOAc (20 mL), and washed sequentially with water (10 mL) and saturated brine (10 mL). The organic layer was... Reactants: C(#N)C1=CC=NC=C1 (4-cyanopyridine), NC=1SC(=C(C1C(=O)OCC)Cl)C (2-amino-4-chloro-5-methyl-3-ethoxycarbonyl-thiophene), O=P(Cl)(Cl)Cl (POCl3). Product: ClC=1C2=C(N=C(N1)C1=CC=NC=C1)SC(=C2Cl)C (4-chloro-2-(pyridin-4-yl)-5-chloro-6-methyl-thieno-[2,3-d]-pyrimidine). RXN SMILES: [C:1]([C:3]1[CH:8]=[CH:7][N:6]=[CH:5][CH:4]=1)#[N:2].[NH2:9][C:10]1[S:11][C:12]([CH3:21])=[C:13]([Cl:20])[C:14]=1[C:15](OCC)=O.O=P(Cl)(Cl)[Cl:24]>>[Cl:24][C:15]1[C:14]2[C:13]([Cl:20])=[C:12]([CH3:21])[S:11][C:10]=2[N:9]=[C:1]([C:3]2[CH:8]=[CH:7][N:6]=[CH:5][CH:4]=2)[N:2]=1. Procedure details: With the procedure of Example 477, the reaction of 4-cyanopyridine and 2-amino-4-chloro-5-methyl-3-ethoxycarbonyl-thiophene, and the subsequent reaction with POCl3 yields 4-chloro-2-(pyridin-4-yl)-5-chloro-6-methyl-thieno-[2,3-d]-pyrimidine Reactants: aliphatic hydrocarbon, NC1=C(CN(C)C2CCCCC2)C=C(C=C1)OC (2-amino-N-cyclohexyl-5-methoxy-N-methyl-benzylamine), BrBr (bromine), alkyl, aliphatic hydrocarbon. The solvent is C(Cl)Cl (methylenechloride). Product: NC1=C(CN(C)C2CCCCC2)C=C(C=C1Br)OC (2-Amino-3-bromo-N-cyclohexyl-5-methoxy-N-methyl-benzylamine). Reaction SMILES: [NH2:1][C:2]1[CH:16]=[CH:15][C:14]([O:17][CH3:18])=[CH:13][C:3]=1[CH2:4][N:5]([CH:7]1[CH2:12][CH2:11][CH2:10][CH2:9][CH2:8]1)[CH3:6].[Br:19]Br>C(Cl)Cl>[NH2:1][C:2]1[C:16]([Br:19])=[CH:15][C:14]([O:17][CH3:18])=[CH:13][C:3]=1[CH2:4][N:5]([CH:7]1[CH2:12][CH2:11][CH2:10][CH2:9][CH2:8]1)[CH3:6]. Procedure: 2-Amino-3-bromo-N-cyclohexyl-5-methoxy-N-methyl-benzylamine was prepared from 2-amino-N-cyclohexyl-5-methoxy-N-methyl-benzylamine and bromine analogous to Example 9. Proof of structure by IR- and UV-spectra. IR-spectrum (methylenechloride): 3240 cm-1NH2 ; 3410 cm-1NH2 ; 2860 cm-1 aliphatic hydrocarbon; 2940 cm-1 aliphatic hydrocarbon; 2830 cm-1OCH3 ; 2800 cm-1N-alkyl; 1480 cm-1C=C; 1590 cm-1C=C. The reactants are C(C1=CC=CC=C1)N1C=C(C2=CC=CC=C12)C=O (1-benzyl-1H-indole-3-carbaldehyde), [OH-].[Na+] (NaOH), O.Cl.C(C=C)ON (O-allyl hydroxylamine hydrochloride hydrate). The solvent is C(C)O (ethanol). The product is C(C=C)ON=CC1=CN(C2=CC=CC=C12)CC1=CC=CC=C1 (1-benzyl-1H-indole-3-carbaldehyde O-allyl-oxime). Yield: 13.1%. As a reaction SMILES: [CH2:1]([N:8]1[C:16]2[C:11](=[CH:12][CH:13]=[CH:14][CH:15]=2)[C:10]([CH:17]=O)=[CH:9]1)[C:2]1[CH:7]=[CH:6][CH:5]=[CH:4][CH:3]=1.[OH-].[Na+].O.Cl.[CH2:23]([O:26][NH2:27])[CH:24]=[CH2:25]>C(O)C>[CH2:23]([O:26][N:27]=[CH:17][C:10]1[C:11]2[C:16](=[CH:15][CH:14]=[CH:13][CH:12]=2)[N:8]([CH2:1][C:2]2[CH:3]=[CH:4][CH:5]=[CH:6][CH:7]=2)[CH:9]=1)[CH:24]=[CH2:25] |f:1.2,3.4.5|. Reported procedure: To a solution of 1-benzyl-1H-indole-3-carbaldehyde (1.086 g, 4.61 mmol) in 4:1 ethanol:2.5 M NaOH solution (16 mL) was added O-allyl hydroxylamine hydrochloride hydrate(0.768 g, 7.17 mmol). The reaction mixture was heated to reflux for 30 minutes and allowed to cool back down to room temperature. The reaction mixture was concentrated to a small volume and the pH of the mixture was then adjusted to 7 using 2 M hydrochloric acid. The mixture was extracted with ethyl acetate. The combined organics ...